This data is from the Open Reaction Database (ORD), a public repository of structured organic reaction records. The task is: describe an organic reaction: reactants, conditions, products, and yield Reactants: ClC=1C(=C(C(=C(C1)C(C)Cl)OC)C1CN(C1)C(=O)OC(C)(C)C)F (tert-Butyl 3-[3-chloro-5-(1-chloroethyl)-2-fluoro-6-methoxyphenyl]azetidine-1-carboxylate), ClC=1C(=C(C(=C(C1)C(C)Cl)OC)C1CN(C1)C(=O)OC(C)(C)C)F (tert-Butyl 3-[3-chloro-5-(1-chloroethyl)-2-fluoro-6-methoxyphenyl]azetidine-1-carboxylate), IC1=NNC2=NC=NC(=C21)N (3-iodo-1H-pyrazolo[3,4-d]pyrimidin-4-amine), [I-].[K+] (potassium iodide), C([O-])([O-])=O.[Cs+].[Cs+] (cesium carbonate). Run in O (water), CCOC(=O)C (EtOAc), O (water), CN(C=O)C (N,N-dimethylformamide), C(C)(=O)OCC (ethyl acetate). Run at temperature 140 celsius, time 3 hour. The product is NC1=C2C(=NC=N1)N(N=C2I)C(C)C=2C(=C(C(=C(C2)Cl)F)C2CN(C2)C(=O)OC(C)(C)C)OC (tert-Butyl 3-{3-[1-(4-amino-3-iodo-1H-pyrazolo[3,4-d]pyrimidin-1-yl)ethyl]-5-chloro-6-fluoro-2-methoxyphenyl}azetidine-1-carboxylate). Yield: 45.6%. Reaction SMILES: [Cl:1][C:2]1[C:3]([F:24])=[C:4]([CH:13]2[CH2:16][N:15]([C:17]([O:19][C:20]([CH3:23])([CH3:22])[CH3:21])=[O:18])[CH2:14]2)[C:5]([O:11][CH3:12])=[C:6]([CH:8](Cl)[CH3:9])[CH:7]=1.[I:25][C:26]1[C:34]2[C:29](=[N:30][CH:31]=[N:32][C:33]=2[NH2:35])[NH:28][N:27]=1.[I-].[K+].C(=O)([O-])[O-].[Cs+].[Cs+]>CN(C)C=O.O.CCOC(C)=O>[NH2:35][C:33]1[N:32]=[CH:31][N:30]=[C:29]2[N:28]([CH:8]([C:6]3[C:5]([O:11][CH3:12])=[C:4]([CH:13]4[CH2:16][N:15]([C:17]([O:19][C:20]([CH3:23])([CH3:22])[CH3:21])=[O:18])[CH2:14]4)[C:3]([F:24])=[C:2]([Cl:1])[CH:7]=3)[CH3:9])[N:27]=[C:26]([I:25])[C:34]=12 |f:2.3,4.5.6|. Reported procedure: To a mixture of tert-butyl 3-[3-chloro-5-(1-chloroethyl)-2-fluoro-6-methoxyphenyl]azetidine-1-carboxylate (0.77 g, 2.0 mmol, racemic intermediate from Example 13, Step 6), 3-iodo-1H-pyrazolo[3,4-d]pyrimidin-4-amine (0.58 g, 2.2 mmol) in N,N-dimethylformamide (6.9 mL) was added potassium iodide (34 mg, 0.20 mmol) and cesium carbonate (0.99 g, 3.0 mmol). The resulting mixture was heated at 140° C. and stirred for 3 h. After cooling, the clear solution was taken into water and ethyl acetate (EtOAc)... The reactants are [BH4-], CCO, [Cl-], O=C1C(C(F)(F)F)=C2c3ccc4[nH]ncc4c3CC23CCC1C3, [NH4+], [Na+]. Product: OC1C(C(F)(F)F)=C2c3ccc4[nH]ncc4c3CC23CCC1C3. As a reaction SMILES: [BH4-:24].[CH3:28][CH2:29][OH:30].[Cl-:26].[F:1][C:2]([C:3]1=[C:19]2[C:8]3([CH2:7][CH2:6][CH:5]([C:4]1=[O:21])[CH2:20]3)[CH2:9][c:10]1[c:11]3[cH:12][n:13][nH:14][c:15]3[cH:16][cH:17][c:18]12)([F:22])[F:23].[NH4+:27].[Na+:25]>>[F:1][C:2]([C:3]1=[C:19]2[C:8]3([CH2:7][CH2:6][CH:5]([CH:4]1[OH:21])[CH2:20]3)[CH2:9][c:10]1[c:11]3[cH:12][n:13][nH:14][c:15]3[cH:16][cH:17][c:18]12)([F:22])[F:23].